Dataset: the Open Reaction Database (ORD), a public repository of structured organic reaction records. Task: describe an organic reaction: reactants, conditions, products, and yield Yields the product [N+](=O)([O-])C1=CC=2C(N=C1)=NN(C2)C2=CC=CC=C2 (5-Nitro-2-phenyl-2H-pyrazolo [3,4-b]pyridine), 5-nitro-2-phenyl-2H-pyrazole[3,4-b ]pyridine. Reported procedure: Compound 3A (3.0 g, 18.868 mmol) and sodium nitromalonaldehyde monohydrate (2.623 g, 18.868 mmol, prepared according to the procedures reported in Org. Synth. IV. 844, (1963)) in acetic acid (100 mL) was refluxed for 24 hours. After cooling to RT, the reaction was concentrated under reduced pressure to remove most of the acetic acid. The resulting residue was dissolved in CH2Cl2 (200 mL), then washed with IN aqueous NaOH (2×200 mL), water (100 mL), saturated NaCl (100 mL). The organic layer was ... The solvent is C(C)(=O)O (acetic acid). As a reaction SMILES: [C:1]1([N:7]2[CH:11]=[CH:10][C:9]([NH2:12])=[N:8]2)[CH:6]=[CH:5][CH:4]=[CH:3][CH:2]=1.O.[N+:14]([CH:17]([CH:20]=O)[CH:18]=O)([O-:16])=[O:15].[Na]>C(O)(=O)C>[N+:14]([C:17]1[CH:20]=[N:12][C:9]2=[N:8][N:7]([C:1]3[CH:2]=[CH:3][CH:4]=[CH:5][CH:6]=3)[CH:11]=[C:10]2[CH:18]=1)([O-:16])=[O:15] |f:1.2.3,^1:21|. The reactants are IV, C1(=CC=CC=C1)N1N=C(C=C1)N (1-Phenyl-1H-pyrazol-3-amine), O.[N+](=O)([O-])C(C=O)C=O.[Na] (sodium nitromalonaldehyde monohydrate). Product: CC12CCC(=O)CC1CCC1C2=CCC2(C)C(=O)CCC12. RXN SMILES: [Cl:28][CH2:29][Cl:30].[OH:1][C:2]12[C:3]3([CH3:22])[CH2:4][CH2:5][C:6](=[O:21])[CH2:7][CH:8]3[CH2:9][CH2:10][CH:11]1[CH:12]1[CH2:13][CH2:14][C:15](=[O:20])[C:16]1([CH3:17])[CH2:18][CH2:19]2.[S:23](=[O:24])(=[O:25])([OH:26])[OH:27]>>[C:2]12=[CH:19][CH2:18][C:16]3([CH3:17])[CH:12]([CH:11]1[CH2:10][CH2:9][CH:8]1[C:3]2([CH3:22])[CH2:4][CH2:5][C:6](=[O:21])[CH2:7]1)[CH2:13][CH2:14][C:15]3=[O:20]. Starting materials: ClCCl, CC12CCC3(O)C(CCC4CC(=O)CCC43C)C1CCC2=O, O=S(=O)(O)O. Starting materials: [BH-](OC(=O)C)(OC(=O)C)OC(=O)C.[Na+] (NaBH(OAc)3), N1CCC(CC1)CO (4-piperidinemethanol), COC1=CC=C(C=O)C=C1 (4-methoxybenzaldehyde), C(C)(=O)O (acetic acid). Solvent: C(Cl)Cl (DCM), [OH-].[Na+] (NaOH), C1CCOC1.ClCCCl (THF DCE). Reaction conditions: time 8 hour. The product is COC1=CC=C(CN2CCC(CC2)CO)C=C1 ((1-(4-methoxybenzyl)piperidin-4-yl)methanol). The yield is 45.8%. As a reaction SMILES: [NH:1]1[CH2:6][CH2:5][CH:4]([CH2:7][OH:8])[CH2:3][CH2:2]1.[CH3:9][O:10][C:11]1[CH:18]=[CH:17][C:14]([CH:15]=O)=[CH:13][CH:12]=1.C(O)(=O)C.[BH-](OC(C)=O)(OC(C)=O)OC(C)=O.[Na+]>C1COCC1.ClCCCl.C(Cl)Cl.[OH-].[Na+]>[CH3:9][O:10][C:11]1[CH:18]=[CH:17][C:14]([CH2:15][N:1]2[CH2:6][CH2:5][CH:4]([CH2:7][OH:8])[CH2:3][CH2:2]2)=[CH:13][CH:12]=1 |f:3.4,5.6,8.9|. Reported procedure: To a solution of 4-piperidinemethanol (2.28 g, 19.78 mmol) and 4-methoxybenzaldehyde (2.30 mL, 19.77 mmol) in THF/DCE (1:1 by volume, 100 mL) was added acetic acid (1 mL), followed by NaBH(OAc)3 (16.76 g, 79.08 mmol) in small portions. The reaction mixture was stirred at room temperature overnight under N2. The reaction was diluted with DCM and basified to pH=10 with 2 N NaOH solution. The organic layer was separated, dried over Na2SO4, filtered and evaporated under reduced pressure. The residue... Starting materials: C1CNCCN1, CCNc1cc(F)ccc1[N+](=O)[O-], [K+], [K+], O=C([O-])[O-], CN(C)C=O. Product: CCNc1cc(N2CCNCC2)ccc1[N+](=O)[O-]. RXN SMILES: [CH2:14]1[CH2:15][NH:16][CH2:17][CH2:18][NH:19]1.[CH2:1]([CH3:2])[NH:3][c:4]1[c:5]([N+:11](=[O:12])[O-:13])[cH:6][cH:7][c:8]([F:10])[cH:9]1.[K+:20].[K+:21].[O-:22][C:23]([O-:24])=[O:25].[O:26]=[CH:27][N:28]([CH3:29])[CH3:30]>>[CH2:1]([CH3:2])[NH:3][c:4]1[c:5]([N+:11](=[O:12])[O-:13])[cH:6][cH:7][c:8]([N:16]2[CH2:15][CH2:14][NH:19][CH2:18][CH2:17]2)[cH:9]1. Starting materials: C=CCn1c(=O)sc2cc(F)c([N+](=O)[O-])cc21, CC(=O)O, CCOC(C)=O, [Fe], O. Product: C=CCn1c(=O)sc2cc(F)c(N)cc21. As a reaction SMILES: [CH2:1]([CH:2]=[CH2:3])[n:4]1[c:5](=[O:17])[s:6][c:7]2[c:8]1[cH:9][c:10]([N+:14]([O-:15])=[O:16])[c:11]([F:13])[cH:12]2.[CH3:19][C:20](=[O:21])[OH:22].[CH3:23][CH2:24][O:25][C:26](=[O:27])[CH3:28].[Fe:29].[OH2:18]>>[CH2:1]([CH:2]=[CH2:3])[n:4]1[c:5](=[O:17])[s:6][c:7]2[c:8]1[cH:9][c:10]([NH2:14])[c:11]([F:13])[cH:12]2. The reactants are CC(C)(C)OC(=O)N1CCOC(c2ccc(N=C(c3ccccc3)c3ccccc3)c(F)c2)C1, CO, O=C[O-], [NH4+]. Product: CC(C)(C)OC(=O)N1CCOC(c2ccc(N)c(F)c2)C1. Reaction SMILES: [C:1]([CH3:2])([CH3:3])([CH3:4])[O:5][C:6](=[O:7])[N:8]1[CH2:9][CH:10]([c:14]2[cH:15][c:16]([F:34])[c:17]([N:20]=[C:21]([c:22]3[cH:23][cH:24][cH:25][cH:26][cH:27]3)[c:28]3[cH:29][cH:30][cH:31][cH:32][cH:33]3)[cH:18][cH:19]2)[O:11][CH2:12][CH2:13]1.[CH3:39][OH:40].[CH:35]([O-:36])=[O:37].[NH4+:38]>>[C:1]([CH3:2])([CH3:3])([CH3:4])[O:5][C:6](=[O:7])[N:8]1[CH2:9][CH:10]([c:14]2[cH:15][c:16]([F:34])[c:17]([NH2:20])[cH:18][cH:19]2)[O:11][CH2:12][CH2:13]1. Starting materials: ClC=1N=C(C2=C(N1)C(=NC=N2)SC2=CC=CC=C2)N2CCS(CC2)=O (2-chloro-4-(1-oxido-thiomorpholino)-8-phenylthio-pyrimido-[5,4-d]-pyrimidine), N1CCNCC1 (piperazine). The product is O=S1CCN(CC1)C=1C2=C(N=C(N1)N1CCNCC1)C(=NC=N2)SC2=CC=CC=C2 (4-(1-Oxido-thiomorpholino)-8-phenylthio-2-piperazino-pyrimido-[5,4-d]-pyrimidine). Reaction SMILES: Cl[C:2]1[N:3]=[C:4]([N:19]2[CH2:24][CH2:23][S:22](=[O:25])[CH2:21][CH2:20]2)[C:5]2[N:11]=[CH:10][N:9]=[C:8]([S:12][C:13]3[CH:18]=[CH:17][CH:16]=[CH:15][CH:14]=3)[C:6]=2[N:7]=1.[NH:26]1[CH2:31][CH2:30][NH:29][CH2:28][CH2:27]1>>[O:25]=[S:22]1[CH2:23][CH2:24][N:19]([C:4]2[C:5]3[N:11]=[CH:10][N:9]=[C:8]([S:12][C:13]4[CH:18]=[CH:17][CH:16]=[CH:15][CH:14]=4)[C:6]=3[N:7]=[C:2]([N:26]3[CH2:31][CH2:30][NH:29][CH2:28][CH2:27]3)[N:3]=2)[CH2:20][CH2:21]1. Reported procedure: This compound was prepared analogous to Example 2 from 2-chloro-4-(1-oxido-thiomorpholino)-8-phenylthio-pyrimido-[5,4-d]-pyrimidine (m.p.: 253°-255° C.) and piperazine.